This data is from the Open Reaction Database (ORD), a public repository of structured organic reaction records. The task is: describe an organic reaction: reactants, conditions, products, and yield The reactants are OBO, COC(=O)c1cc(Cc2c(C)c(OC)c(OC)c(OC)c2OC)ccc1OS(=O)(=O)C(F)(F)F, COc1ccccc1, Cc1ccccc1, CCOC(C)=O, [Cl-], [Li+], [Na+], [Na+], O=C([O-])[O-]. Yields the product COC(=O)c1cc(Cc2c(C)c(OC)c(OC)c(OC)c2OC)ccc1-c1ccccc1OC. Reaction SMILES: [BH:43]([OH:44])[OH:45].[CH3:1][O:2][c:3]1[c:4]([CH3:34])[c:5]([CH2:6][c:7]2[cH:8][cH:9][c:10]([O:17][S:18]([C:19]([F:20])([F:21])[F:22])(=[O:23])=[O:24])[c:11]([C:12](=[O:13])[O:14][CH3:15])[cH:16]2)[c:25]([O:32][CH3:33])[c:26]([O:30][CH3:31])[c:27]1[O:28][CH3:29].[CH3:46][O:47][c:48]1[cH:49][cH:50][cH:51][cH:52][cH:53]1.[CH3:54][c:55]1[cH:56][cH:57][cH:58][cH:59][cH:60]1.[CH3:61][CH2:62][O:63][C:64](=[O:65])[CH3:66].[Cl-:42].[Li+:41].[Na+:35].[Na+:36].[O-:37][C:38](=[O:39])[O-:40]>>[CH3:1][O:2][c:3]1[c:4]([CH3:34])[c:5]([CH2:6][c:7]2[cH:8][cH:9][c:10](-[c:49]3[c:48]([O:47][CH3:46])[cH:53][cH:52][cH:51][cH:50]3)[c:11]([C:12](=[O:13])[O:14][CH3:15])[cH:16]2)[c:25]([O:32][CH3:33])[c:26]([O:30][CH3:31])[c:27]1[O:28][CH3:29]. Starting materials: ClC1=CC=C(C=C1)C1SC2=C(NC1)C=CC=C2 ((±)-2-(4-chlorophenyl)-3,4-dihydro-2H-1,4-benzothiazine), C1=C(C=CC2=CC=CC=C12)S(=O)(=O)N1[C@H](C(=O)Cl)CCC1 ((S)-N-(2-naphthalenesulfonyl)prolyl chloride), C(C)(=O)OCC (ethyl acetate). Run in N1=CC=CC=C1 (pyridine). Reaction conditions: time 4 hour. Product: ClC1=CC=C(C=C1)[C@H]1SC2=C(N(C1)C([C@H]1N(CCC1)S(=O)(=O)C1=CC3=CC=CC=C3C=C1)=O)C=CC=C2 ((R)-2-(4-chlorophenyl)-4-[(S)-N-(2-naphthalenesulfonyl)prolyl]-3,4-dihydro-2H-1,4-benzothiazine). The yield is 51.5%. RXN SMILES: [Cl:1][C:2]1[CH:7]=[CH:6][C:5]([CH:8]2[CH2:13][NH:12][C:11]3[CH:14]=[CH:15][CH:16]=[CH:17][C:10]=3[S:9]2)=[CH:4][CH:3]=1.[CH:18]1[C:27]2[C:22](=[CH:23][CH:24]=[CH:25][CH:26]=2)[CH:21]=[CH:20][C:19]=1[S:28]([N:31]1[CH2:38][CH2:37][CH2:36][C@H:32]1[C:33](Cl)=[O:34])(=[O:30])=[O:29].C(OCC)(=O)C>N1C=CC=CC=1>[Cl:1][C:2]1[CH:3]=[CH:4][C:5]([C@@H:8]2[CH2:13][N:12]([C:33](=[O:34])[C@@H:32]3[CH2:36][CH2:37][CH2:38][N:31]3[S:28]([C:19]3[CH:20]=[CH:21][C:22]4[C:27](=[CH:26][CH:25]=[CH:24][CH:23]=4)[CH:18]=3)(=[O:30])=[O:29])[C:11]3[CH:14]=[CH:15][CH:16]=[CH:17][C:10]=3[S:9]2)=[CH:6][CH:7]=1. Procedure details: To a solution of (±)-2-(4-chlorophenyl)-3,4-dihydro-2H-1,4-benzothiazine (10.01 g, 0.038 mole) in pyridine (150 ml) is added (S)-N-(2-naphthalenesulfonyl)prolyl chloride (18.57 g, 0.057 mole), and the mixture is stirred at room temperature for 4 hours. To the reaction mixture is added ethyl acetate, and the mixture is washed with 5 % hydrochloric acid, water, aqueous sodium hydrogen carbonate solution, water and saline in this order, and the ethyl acetate layer is separated, dried over sodium su... The reactants are [BH4-], CO, [Cl-], COC(=O)c1ccccc1CC1Cc2ccc(OCc3ccc4ccc(Cl)cc4n3)cc2C1=O, [NH4+], [Na+]. RXN SMILES: [BH4-:35].[CH3:39][OH:40].[Cl-:37].[Cl:1][c:2]1[cH:3][cH:4][c:5]2[cH:6][cH:7][c:8]([CH2:12][O:13][c:14]3[cH:15][cH:16][c:17]4[c:21]([cH:22]3)[C:20](=[O:23])[CH:19]([CH2:24][c:25]3[c:26]([C:31](=[O:32])[O:33][CH3:34])[cH:27][cH:28][cH:29][cH:30]3)[CH2:18]4)[n:9][c:10]2[cH:11]1.[NH4+:38].[Na+:36]>>[Cl:1][c:2]1[cH:3][cH:4][c:5]2[cH:6][cH:7][c:8]([CH2:12][O:13][c:14]3[cH:15][cH:16][c:17]4[c:21]([cH:22]3)[CH:20]([OH:23])[CH:19]([CH2:24][c:25]3[c:26]([C:31](=[O:32])[O:33][CH3:34])[cH:27][cH:28][cH:29][cH:30]3)[CH2:18]4)[n:9][c:10]2[cH:11]1. Product: COC(=O)c1ccccc1CC1Cc2ccc(OCc3ccc4ccc(Cl)cc4n3)cc2C1O. Isolated yield 80.0%. The product is FC(C=1N=C(SC1)NC1=CC=C(C=C1)C(C(=O)OC)C)(F)F (methyl 2-(4-{[4-(trifluoromethyl)-1,3-thiazol-2-yl]amino}phenyl)propanoate). Reported procedure: In a 250 ml round-bottomed flask equipped with condenser and magnetic stirrer, a solution of methyl 2-[4-(carbamothioylamino)phenyl]propanoate (10.7 g, 48.4 mmol) in 1,4-dioxane (200 ml) was treated at room temperature with 3-bromo-1,1,1-trifluoro-propan-2-one (5 ml, 48.4 mmol) and the reaction mixture was refluxed for 2 h. After cooling at room temperature, the solvent was distilled under vacuum, the residue dissolved in CH2Cl2 (200 ml), washed with a saturated solution of NaHCO3 (3×100 ml), dr... Reaction SMILES: [C:1]([NH:4][C:5]1[CH:10]=[CH:9][C:8]([CH:11]([CH3:16])[C:12]([O:14][CH3:15])=[O:13])=[CH:7][CH:6]=1)(=[S:3])[NH2:2].Br[CH2:18][C:19](=O)[C:20]([F:23])([F:22])[F:21]>O1CCOCC1>[F:21][C:20]([F:23])([F:22])[C:19]1[N:2]=[C:1]([NH:4][C:5]2[CH:6]=[CH:7][C:8]([CH:11]([CH3:16])[C:12]([O:14][CH3:15])=[O:13])=[CH:9][CH:10]=2)[S:3][CH:18]=1. The reactants are C(N)(=S)NC1=CC=C(C=C1)C(C(=O)OC)C (methyl 2-[4-(carbamothioylamino)phenyl]propanoate), BrCC(C(F)(F)F)=O (3-bromo-1,1,1-trifluoro-propan-2-one). The solvent is O1CCOCC1 (1,4-dioxane). The reactants are C(C1=CC=CC=C1)N1C(SC(C1=O)=C1SC2=C(N1C)C=C(C=C2)O)=NC=2C=C(C#N)C=CC2NCC (3-[3-benzyl-5-(5-hydroxy-3-methyl-3H-benzothiazol-2-ylidene)-4-oxothiazolidi n-2-ylideneamino]-4-(ethylamino)benzonitrile), BrCC(=O)OC (methyl 2-bromoacetate), C(=O)([O-])[O-].[K+].[K+] (K2CO3). Run in CC(CC)=O (2-butanone). Conditions: temperature 75 celsius. Product: COC(COC=1C=CC2=C(N(C(S2)=C2C(N(C(S2)=NC2=C(C=CC(=C2)C#N)NCC)CC2=CC=CC=C2)=O)C)C1)=O ({2-[3-benzyl-2-(5-cyano-2-ethylaminophenylimino)-4-oxothiazolidin-5-ylidene]-3-methyl-2,3-dihydrobenzothiazol-5-yloxy}acetic acid methyl ester). Reaction SMILES: C([O-])([O-])=O.[K+].[K+].[CH2:7]([N:14]1[C:18](=[O:19])[C:17](=[C:20]2[N:24]([CH3:25])[C:23]3[CH:26]=[C:27]([OH:30])[CH:28]=[CH:29][C:22]=3[S:21]2)[S:16][C:15]1=[N:31][C:32]1[CH:33]=[C:34]([CH:37]=[CH:38][C:39]=1[NH:40][CH2:41][CH3:42])[C:35]#[N:36])[C:8]1[CH:13]=[CH:12][CH:11]=[CH:10][CH:9]=1.Br[CH2:44][C:45]([O:47][CH3:48])=[O:46]>CC(=O)CC>[CH3:48][O:47][C:45](=[O:46])[CH2:44][O:30][C:27]1[CH:28]=[CH:29][C:22]2[S:21][C:20](=[C:17]3[S:16][C:15](=[N:31][C:32]4[CH:33]=[C:34]([C:35]#[N:36])[CH:37]=[CH:38][C:39]=4[NH:40][CH2:41][CH3:42])[N:14]([CH2:7][C:8]4[CH:13]=[CH:12][CH:11]=[CH:10][CH:9]=4)[C:18]3=[O:19])[N:24]([CH3:25])[C:23]=2[CH:26]=1 |f:0.1.2|. Reported procedure: To a suspension of K2CO3 (41 mg, 5 equiv) in 2-butanone (2 mL) were added the product of Example 57 (31 mg, 0.06 mmol) and methyl 2-bromoacetate (7 μL, 1.2 equiv). The resulting suspension was heated at 75° C. overnight. After cooling, the reaction mixture was filtered, and the filtrate was evaporated to give a crude material, which was purified by chromatography on silica gel, eluting with MeOH-DCM (0:100 to 3:97) to give the title compound (5 mg). 1H-NMR (CDCl3): δ 7.63 (1H, d), 7.28–7.39 (6H,...